From a dataset of the Open Reaction Database (ORD), a public repository of structured organic reaction records. describe an organic reaction: reactants, conditions, products, and yield Reactants: [Li+].[OH-] (LiOH), [Li+].[OH-] (LiOH), C(C1=CC=CC=C1)OC(=O)C1=C(NC2=CC=C(C=C12)OC(C)(C)C(=O)OCC)C (5-(1-Ethoxycarbonyl-1-methyl-ethoxy)-2-methyl-1H-indole-3-carboxylic acid benzyl ester). Solvent: O (H2O), C1CCOC1 (THF), C(C)OC(C)=O.CCCCCC (hexane ethyl acetate). Reaction conditions: time 24 hour. Yields the product C(C1=CC=CC=C1)OC(=O)C1=C(NC2=CC=C(C=C12)OC(C)(C)C(=O)O)C (5-(1-Carboxy-1-methyl-ethoxy)-2-methyl-1H-indole-3-carboxylic acid benzyl ester). Yield: 82.5%. As a reaction SMILES: [CH2:1]([O:8][C:9]([C:11]1[C:19]2[C:14](=[CH:15][CH:16]=[C:17]([O:20][C:21]([C:24]([O:26]CC)=[O:25])([CH3:23])[CH3:22])[CH:18]=2)[NH:13][C:12]=1[CH3:29])=[O:10])[C:2]1[CH:7]=[CH:6][CH:5]=[CH:4][CH:3]=1.[Li+].[OH-]>C1COCC1.O.C(OC(=O)C)C.CCCCCC>[CH2:1]([O:8][C:9]([C:11]1[C:19]2[C:14](=[CH:15][CH:16]=[C:17]([O:20][C:21]([C:24]([OH:26])=[O:25])([CH3:23])[CH3:22])[CH:18]=2)[NH:13][C:12]=1[CH3:29])=[O:10])[C:2]1[CH:7]=[CH:6][CH:5]=[CH:4][CH:3]=1 |f:1.2,5.6|. Reported procedure: 5-(1-Ethoxycarbonyl-1-methyl-ethoxy)-2-methyl-1H-indole-3-carboxylic acid benzyl ester (6.88 g, 16.5 mmol, 1.0 eq) was dissolved in THF (16 mL), followed by LiOH (0.395 g, 16.5 mmol, 1.0 eq) in H2O (16 mL). The reaction mixture was refluxed for 24 hours. Another equivalent of LiOH was added, and reflux was continued for another 24 hours. The reaction was then judged complete by TLC in hexane ethyl acetate 1:1. 5.0 g of the product was obtained, 84% yield (crude). Yields the product CN1N=C2C(=C1NC=O)OC1=C2C=CC=C1 (N-(2-methyl-2H-benzofuro[3,2-c]pyrazol-3-yl)formamide). Starting materials: C(C)(=O)OC(C)=O (acetic anhydride), C(=O)O (formic acid), CN1N=C2C(=C1N)OC1=C2C=CC=C1 (2-methyl-2H-benzofuro[3,2-c]pyrazol-3-amine). Procedure details: A mixture of acetic anhydride (200 mL) and 98% formic acid (10 mL) was heated at 50°-60° C. for 15 minutes. After cooling, 2-methyl-2H-benzofuro[3,2-c]pyrazol-3-amine (5.0 g, 27 mmol, described in Example 6) was added. After stirring overnight at room temperature, the mixture was poured on a mixture of ice and water and extracted with methylene chloride. The organic extract was dried and evaporated. The residue was chromatographed through silica gel using 5% EtOH--CH2Cl2 (v/v) and the eluates we... Reaction SMILES: [C:1](OC(=O)C)(=[O:3])C.C(O)=O.[CH3:11][N:12]1[C:16]([NH2:17])=[C:15]2[O:18][C:19]3[CH:24]=[CH:23][CH:22]=[CH:21][C:20]=3[C:14]2=[N:13]1>O>[CH3:11][N:12]1[C:16]([NH:17][CH:1]=[O:3])=[C:15]2[O:18][C:19]3[CH:24]=[CH:23][CH:22]=[CH:21][C:20]=3[C:14]2=[N:13]1. The solvent is O (water). Run at time 8 hour. Reactants: CN(C=CC(C(C)(C1=CC=C(C=C1)[N+](=O)[O-])C)=O)C (1-dimethylamino-4-methyl-4-(4-nitro-phenyl)-pent-1-en-3-one), Cl.C(=N)N (formamidine HCl), CC[O-].[Na+] (NaOEt), resultant mixture. The solvent is O (H2O), CCOC(=O)C (EtOAc). Reaction conditions: temperature 150 celsius. Product: CC(C)(C1=CC=C(C=C1)[N+](=O)[O-])C1=NC=NC=C1 (4-[1-Methyl-1-(4-nitro-phenyl)-ethyl]-pyrimidine). Reaction SMILES: C[N:2]([CH3:19])[CH:3]=[CH:4][C:5](=O)[C:6]([CH3:17])([C:8]1[CH:13]=[CH:12][C:11]([N+:14]([O-:16])=[O:15])=[CH:10][CH:9]=1)[CH3:7].Cl.C(N)=[NH:22].CC[O-].[Na+]>O.CCOC(C)=O>[CH3:17][C:6]([C:5]1[CH:4]=[CH:3][N:2]=[CH:19][N:22]=1)([C:8]1[CH:9]=[CH:10][C:11]([N+:14]([O-:16])=[O:15])=[CH:12][CH:13]=1)[CH3:7] |f:1.2,3.4|. Procedure details: A mixture of 1-dimethylamino-4-methyl-4-(4-nitro-phenyl)-pent-1-en-3-one (0.5 g, 1.9 mmol.), formamidine HCl (0.305 g, 3.8 mmol.), and NaOEt (1.29 g, 4.0 mmol) was heated in Smith synthesizer under microwave for 10 min at 150° C. The resultant mixture was diluted with H2O and EtOAc. The organic layer was dried, and the residue was used without further purification. MS: 244 (M+1) Calc'd for C13H14N3O2—244.10.